From a dataset of the Open Reaction Database (ORD), a public repository of structured organic reaction records. describe an organic reaction: reactants, conditions, products, and yield Reaction SMILES: C(#N)C.[Cl:4][C:5]1[CH:6]=[N:7][CH:8]=[C:9]([Cl:11])[CH:10]=1.[F:12][C:13]([F:19])([F:18])[S:14]([OH:17])(=[O:16])=[O:15]>N1C=CC=CC=1>[F:12][C:13]([F:19])([F:18])[S:14]([O-:17])(=[O:16])=[O:15].[F:12][N+:7]1[CH:8]=[C:9]([Cl:11])[CH:10]=[C:5]([Cl:4])[CH:6]=1 |f:4.5|. Solvent: N1=CC=CC=C1 (pyridine). The reactants are C(C)#N (acetonitrile), ClC=1C=NC=C(C1)Cl (3,5-dichloropyridine), FC(S(=O)(=O)O)(F)F (trifluoromethanesulfonic acid), FC(S(=O)(=O)O)(F)F (trifluoromethanesulfonic acid). The yield is 180.7%. Procedure: To 40 ml of acetonitrile were added 3.087 g (20.860 mmol ) of 3,5-dichloropyridine and 3.039 g (20.250 mmol ) of trifluoromethanesulfonic acid (i.e., the amount pyridine compound was 1.03 times that of trifluoromethanesulfonic acid in a molar ratio), and the mixture was cooled to -20° C. The following procedures were conducted as in Example 1, and 5.774 g (18.3 mmol) of N-fluoro-3, 5-dichloropyridinium trifluoromethanesulfonate were obtained with a yield of 90.0%. Yields the product FC(S(=O)(=O)[O-])(F)F.F[N+]1=CC(=CC(=C1)Cl)Cl (N-fluoro-3, 5-dichloropyridinium trifluoromethanesulfonate). Reaction conditions: temperature -20 celsius. Starting materials: ClC1=NC2=NC(=C(N=C2C(=N1)N1CCS(CC1)=O)Cl)N1CCS(CC1)=O (2,6-dichloro-4,7-bis-(1-oxido-thiomorpholino)pteridine), N1CCNCC1 (piperazine). Yields the product ClC=1N=C2C(=NC(=NC2=NC1N1CCS(CC1)=O)N1CCNCC1)N1CCS(CC1)=O (6-Chloro-4,7-bis-(1-oxido-thiomorpholino)-2-piperazino-pteridine). As a reaction SMILES: Cl[C:2]1[N:11]=[C:10]([N:12]2[CH2:17][CH2:16][S:15](=[O:18])[CH2:14][CH2:13]2)[C:9]2[C:4](=[N:5][C:6]([N:20]3[CH2:25][CH2:24][S:23](=[O:26])[CH2:22][CH2:21]3)=[C:7]([Cl:19])[N:8]=2)[N:3]=1.[NH:27]1[CH2:32][CH2:31][NH:30][CH2:29][CH2:28]1>>[Cl:19][C:7]1[N:8]=[C:9]2[C:4](=[N:5][C:6]=1[N:20]1[CH2:25][CH2:24][S:23](=[O:26])[CH2:22][CH2:21]1)[N:3]=[C:2]([N:27]1[CH2:32][CH2:31][NH:30][CH2:29][CH2:28]1)[N:11]=[C:10]2[N:12]1[CH2:17][CH2:16][S:15](=[O:18])[CH2:14][CH2:13]1. Procedure details: This compound was prepared analogous to Example 1 from 2,6-dichloro-4,7-bis-(1-oxido-thiomorpholino)pteridine and piperazine.